Dataset: the Open Reaction Database (ORD), a public repository of structured organic reaction records. Task: describe an organic reaction: reactants, conditions, products, and yield The reactants are C(C1=CC=C(C(=O)Cl)C=C1)(=O)Cl (terephthaloyl dichloride), O (Water), C(C=1C(N)=CC=CC1)(=O)O (Anthranilic acid), [OH-].[Na+] (NaOH). The solvent is C(C(C)C)C(=O)C (MIBK), C(C(C)C)C(=O)C (methyl isobutyl ketone). Yields the product C1(=CC=C(C=C1)C1=NC2=C(C(O1)=O)C=CC=C2)C2=NC1=C(C(O2)=O)C=CC=C1 (2,2′-p-phenylenebis(3,1-benzoxazin-4-one)). Reaction SMILES: [C:1]([OH:10])(=[O:9])[C:2]1[C:3](=[CH:5][CH:6]=[CH:7][CH:8]=1)[NH2:4].[OH-:11].[Na+].[C:13](Cl)(=[O:23])[C:14]1[CH:22]=[CH:21][C:17]([C:18](Cl)=O)=[CH:16][CH:15]=1.O>C(C(C)=O)C(C)C>[C:14]1([C:13]2[O:23][C:1](=[O:11])[C:2]3[CH:8]=[CH:7][CH:6]=[CH:5][C:3]=3[N:4]=2)[CH:22]=[CH:21][C:17]([C:18]2[O:9][C:1](=[O:10])[C:2]3[CH:8]=[CH:7][CH:6]=[CH:5][C:3]=3[N:4]=2)=[CH:16][CH:15]=1 |f:1.2|. Procedure details: Anthranilic acid (1 part by weight) and 0.35 parts of NaOH were dissolved in approximately 5.5 parts of methyl isobutyl ketone (MIBK). With stirring, a solution of 0.7 parts of terephthaloyl dichloride in 3 parts of MIBK was slowly added at approximately 60 to 70° C. to the mixture. After the addition, the mixture was reacted at 60 to 70° C. for 2 hours. Water was distilled off and approximately 2 parts of acetic anhydride was added. The mixture was then reacted for 7 hours at reflux conditions.... Reactants: CC(C)(C)OC(=O)N1CCC(Nc2ncc(O)cn2)CC1, CCN(C(C)C)C(C)C, CS(=O)(=O)Cl, ClCCl, O. Product: CC(C)(C)OC(=O)N1CCC(Nc2ncc(OS(C)(=O)=O)cn2)CC1. Reaction SMILES: [C:1]([CH3:2])([CH3:3])([CH3:4])[O:5][C:6](=[O:7])[N:8]1[CH2:9][CH2:10][CH:11]([NH:14][c:15]2[n:16][cH:17][c:18]([OH:21])[cH:19][n:20]2)[CH2:12][CH2:13]1.[CH2:22]([N:23]([CH:24]([CH3:25])[CH3:26])[CH:27]([CH3:28])[CH3:29])[CH3:30].[CH3:31][S:32]([Cl:33])(=[O:34])=[O:35].[Cl:37][CH2:38][Cl:39].[OH2:36]>>[C:1]([CH3:2])([CH3:3])([CH3:4])[O:5][C:6](=[O:7])[N:8]1[CH2:9][CH2:10][CH:11]([NH:14][c:15]2[n:16][cH:17][c:18]([O:21][S:32]([CH3:31])(=[O:34])=[O:35])[cH:19][n:20]2)[CH2:12][CH2:13]1. The reactants are Cl (hydrochloric acid), C(C1=CC=CC=C1)OC1C(COC1)OC=1C=C(C#N)C=CC1OC (3-(4-benzyloxytetrahydrofuran-3-yloxy)-4-methoxybenzonitrile), [OH-].[K+] (potassium hydroxide), O (water). The solvent is OCC(O)CO (glycerol). Reaction conditions: time 1 hour. Product: C(C1=CC=CC=C1)OC1C(COC1)OC=1C=C(C(=O)O)C=CC1OC (3-(4-Benzyloxytetrahydrofuran-3-yloxy)-4-methoxybenzoic acid). RXN SMILES: [CH2:1]([O:8][CH:9]1[CH2:13][O:12][CH2:11][CH:10]1[O:14][C:15]1[CH:16]=[C:17]([CH:20]=[CH:21][C:22]=1[O:23][CH3:24])[C:18]#N)[C:2]1[CH:7]=[CH:6][CH:5]=[CH:4][CH:3]=1.[OH-:25].[K+].[OH2:27].Cl>OCC(CO)O>[CH2:1]([O:8][CH:9]1[CH2:13][O:12][CH2:11][CH:10]1[O:14][C:15]1[CH:16]=[C:17]([CH:20]=[CH:21][C:22]=1[O:23][CH3:24])[C:18]([OH:27])=[O:25])[C:2]1[CH:7]=[CH:6][CH:5]=[CH:4][CH:3]=1 |f:1.2|. Reported procedure: 2.8 g (8.6 mmol) of 3-(4-benzyloxytetrahydrofuran-3-yloxy)-4-methoxybenzonitrile (A8) and 4.8 g (86.0 mmol) of potassium hydroxide are heated at 140° C. for 3 h in 30 ml of glycerol. The mixture is treated with 70 ml of water and acidified by dropwise addition of 40 ml of 2 N hydrochloric acid with ice-cooling. The mixture is subsequently stirred for 1 h, filtered and the precipitate is washed with ice water. For further purification, the product is chromatographed on silica gel [toluenelethyl a... The reactants are O=C1C(Br)=CC(Br)(Br)C=C1Br, ClCCl, Nc1cccc(I)c1, [Na+], [OH-]. Product: Nc1ccc(Br)c(I)c1. Reaction SMILES: [Br:9][C:10]1=[CH:19][C:16]([Br:17])([Br:18])[CH:15]=[C:13]([Br:14])[C:11]1=[O:12].[Cl:22][CH2:23][Cl:24].[I:1][c:2]1[cH:3][c:4]([NH2:5])[cH:6][cH:7][cH:8]1.[Na+:21].[OH-:20]>>[I:1][c:2]1[cH:3][c:4]([NH2:5])[cH:6][cH:7][c:8]1[Br:9]. Solvent: C1CCOC1 (THF). Conditions: time 8 hour. The reactants are N1(CCCCC1)C(=O)OCC (piperidinecarboxylic acid, ethyl ester), CO (MeOH), C[O-].[Na+] (sodium methoxide). Product: N1(CCCCC1)C(=O)OC (piperidinecarboxylic Acid, Methyl Ester). Reaction SMILES: [N:1]1([C:7]([O:9][CH2:10]C)=[O:8])[CH2:6][CH2:5][CH2:4][CH2:3][CH2:2]1.CO.C[O-].[Na+]>C1COCC1>[N:1]1([C:7]([O:9][CH3:10])=[O:8])[CH2:6][CH2:5][CH2:4][CH2:3][CH2:2]1 |f:2.3|. Procedure details: Polymer-bound piperidinecarboxylic acid, ethyl ester resin (0.25 g, 0.283 mmol) was swollen with a solution of MeOH (1 ml) in THF (4 ml) in a QUICKFIT test-tube. After addition of sodium methoxide (0.28 ml, 0.028 mmol, 1M solution in MeOH) the resulting suspension was stirred overnight at reflux. The reaction suspension was cooled down to room temperature and the resin was washed using VACMASTER station with DCM (4×3 ml), MeOH (2×3 ml) and then dried under vacuum. FT-IR (2% w/w KBr disk): C=0 17... Starting materials: C1(=CC=CC=C1)N1N=CC2=C1N=CC1=C2NC=2N(C1=O)N=CC2 (3-phenyl-3,11-dihydro-6H-pyrazolo[1,5-a]pyrazolo[4',3':5,6]pyrido [4,3-d]pyrimidin-6-one), COCCBr (methoxyethyl bromide). The product is C1(=CC=CC=C1)N1N=CC2=C1N=CC1=C2N(C=2N(C1=O)N=CC2)CCOC (3-phenyl-3,11-dihydro-11-methoxyethyl-6H-pyrazolo[1,5-a]pyrazolo[4',3':5,6]pyrido[4,3-d]pyrimidin-6-one). As a reaction SMILES: [C:1]1([N:7]2[C:11]3[N:12]=[CH:13][C:14]4[C:19](=[O:20])[N:18]5[N:21]=[CH:22][CH:23]=[C:17]5[NH:16][C:15]=4[C:10]=3[CH:9]=[N:8]2)[CH:6]=[CH:5][CH:4]=[CH:3][CH:2]=1.[CH3:24][O:25][CH2:26][CH2:27]Br>>[C:1]1([N:7]2[C:11]3[N:12]=[CH:13][C:14]4[C:19](=[O:20])[N:18]5[N:21]=[CH:22][CH:23]=[C:17]5[N:16]([CH2:27][CH2:26][O:25][CH3:24])[C:15]=4[C:10]=3[CH:9]=[N:8]2)[CH:2]=[CH:3][CH:4]=[CH:5][CH:6]=1. Reported procedure: By treating the product of Example 23 with methoxyethyl bromide instead of 1-bromo-3-methylbutane according to the procedure of Example 2, 3-phenyl-3,11-dihydro-11-methoxyethyl-6H-pyrazolo[1,5-a]pyrazolo[4',3':5,6]pyrido[4,3-d]pyrimidin-6-one is obtained.